This data is from the Open Reaction Database (ORD), a public repository of structured organic reaction records. The task is: describe an organic reaction: reactants, conditions, products, and yield The reactants are CC(C)(C)OC(=O)n1nc(Cn2nc3ccc(Cl)c(Oc4cc(Cl)cc(C#N)c4Cl)c3n2)c2cccnc21, O=C(O)C(F)(F)F. Product: N#Cc1cc(Cl)cc(Oc2c(Cl)ccc3nn(Cc4n[nH]c5ncccc45)nc23)c1Cl. RXN SMILES: [Cl:1][c:2]1[c:3]([O:28][c:29]2[c:30]([Cl:38])[c:31]([C:36]#[N:37])[cH:32][c:33]([Cl:35])[cH:34]2)[c:4]2[c:5]([n:6][n:7]([CH2:9][c:10]3[n:11][n:12]([C:19]([O:20][C:21]([CH3:22])([CH3:23])[CH3:24])=[O:25])[c:13]4[n:14][cH:15][cH:16][cH:17][c:18]34)[n:8]2)[cH:26][cH:27]1.[F:39][C:40]([F:41])([F:42])[C:43]([OH:44])=[O:45]>>[Cl:1][c:2]1[c:3]([O:28][c:29]2[c:30]([Cl:38])[c:31]([C:36]#[N:37])[cH:32][c:33]([Cl:35])[cH:34]2)[c:4]2[c:5]([n:6][n:7]([CH2:9][c:10]3[n:11][nH:12][c:13]4[n:14][cH:15][cH:16][cH:17][c:18]34)[n:8]2)[cH:26][cH:27]1. Starting materials: C=C1CC(C1)CNC(OCC1=CC=CC=C1)=O (Benzyl 3-methylenecyclobutylmethylcarbamate), C(Cl)(Cl)(Cl)C(=O)Cl (CCl3COCl), saturated aqueous solution, C([O-])(O)=O.[Na+] (sodium bicarbonate). The reagents and catalysts are [Cu].[Zn] (zinc-copper). Run in C(C)OCC (diethyl ether), CC(=O)N(C)C (DMA). The product is ClC1(C2(CC(C2)CNC(OCC2=CC=CC=C2)=O)CC1=O)Cl (Benzyl (5,5-dichloro-6-oxospiro[3.3]heptan-2-yl)methylcarbamate). Reaction SMILES: [CH2:1]=[C:2]1[CH2:5][CH:4]([CH2:6][NH:7][C:8](=[O:17])[O:9][CH2:10][C:11]2[CH:16]=[CH:15][CH:14]=[CH:13][CH:12]=2)[CH2:3]1.[C:18]([C:22](Cl)=[O:23])(Cl)([Cl:20])[Cl:19].C(=O)(O)[O-].[Na+]>C(OCC)C.CC(N(C)C)=O.[Cu].[Zn]>[Cl:19][C:18]1([Cl:20])[C:22](=[O:23])[CH2:1][C:2]21[CH2:3][CH:4]([CH2:6][NH:7][C:8](=[O:17])[O:9][CH2:10][C:11]1[CH:16]=[CH:15][CH:14]=[CH:13][CH:12]=1)[CH2:5]2 |f:2.3,6.7|. Procedure: Compound 4-3 (3 g, 12.98 mmol) and zinc-copper alloy (7.78 g, 64.9 mmol) were placed in 100 mL of diethyl ether, added dropwise a solution of CCl3COCl (6.97 g, 38.33 mmol) dissolved in 15 mL of DMA with stirring slowly. After the completion of addition, the mixture was stirred at room temperature for 18 hours. To the reaction mixture was poured 100 mL of saturated aqueous solution of sodium bicarbonate, and suction filtrated to remove insolubles, liquid separated, the aqueous phase was extracted... Starting materials: ClC1=C(C=C(C=C1Cl)Cl)CBr (2,3,5-trichlorophenylmethyl bromide), [C-]#N.[Na+] (sodium cyanide). Solvent: CO (methanol), O (water), O (water). Reaction conditions: temperature 35 celsius, time 4.5 hour. The product is ClC1=C(C=C(C=C1Cl)Cl)CC#N (2,3,5-trichlorophenylacetonitrile). Yield: 70.0%. RXN SMILES: [Cl:1][C:2]1[C:7]([Cl:8])=[CH:6][C:5]([Cl:9])=[CH:4][C:3]=1[CH2:10]Br.[C-:12]#[N:13].[Na+]>CO.O>[Cl:1][C:2]1[C:7]([Cl:8])=[CH:6][C:5]([Cl:9])=[CH:4][C:3]=1[CH2:10][C:12]#[N:13] |f:1.2|. Reported procedure: A solution of 19.2 grams (0.070 mole) of 2,3,5-trichlorophenylmethyl bromide in 50 mL of methanol was stirred, and a solution of 4.1 grams (0.084 mole) of sodium cyanide in 10 mL of water was added dropwise during a 10 minute period. The addition caused an exothermic reaction which raised the reaction mixture temperature to about 35° C. Upon completion of addition, the reaction mixture was warmed to reflux, where it was stirred for 4.5 hours. The reaction mixture was allowed to cool to ambient t... Procedure: Proceeding in a manner similar to that described in part B of Example 5 above, 2.34 g (0.006 mole) of 2-[(1-n-octyl-2-methyl-3-indolyl)carbonyl]benzoic acid prepared according to Example 5, part A, and 2.40 g of N,N,N',N'-tetraethyl-m-phenylenediamine were interacted in the presence of 2.40 g of acetic anhydride to obtain 3-[2,4-bis(diethylamino)phenyl]-3-(1-n-octyl-2-methyl-3-indolyl)phthalide (Formula III: R0 =R1 =R2 =R3 =Y1 =H; R=CH2CH3 ; R4 =N(CH2CH3)2 ; R5 =CH3 ; R6 =(CH2)7CH3) as a tar-lik... The reactants are C(C)(=O)OC(C)=O (acetic anhydride), C(CCCCCCC)N1C(=C(C2=CC=CC=C12)C(=O)C1=C(C(=O)O)C=CC=C1)C (2-[(1-n-octyl-2-methyl-3-indolyl)carbonyl]benzoic acid), C(C)N(C1=CC(=CC=C1)N(CC)CC)CC (N,N,N',N'-tetraethyl-m-phenylenediamine). RXN SMILES: [CH2:1]([N:9]1[C:17]2[C:12](=[CH:13][CH:14]=[CH:15][CH:16]=2)[C:11]([C:18]([C:20]2[CH:28]=[CH:27][CH:26]=[CH:25][C:21]=2[C:22]([OH:24])=O)=[O:19])=[C:10]1[CH3:29])[CH2:2][CH2:3][CH2:4][CH2:5][CH2:6][CH2:7][CH3:8].[CH2:30]([N:32]([CH2:44][CH3:45])[C:33]1[CH:38]=[CH:37][CH:36]=[C:35]([N:39]([CH2:42][CH3:43])[CH2:40][CH3:41])[CH:34]=1)[CH3:31].C(OC(=O)C)(=O)C>>[CH2:40]([N:39]([CH2:42][CH3:43])[C:35]1[CH:34]=[C:33]([N:32]([CH2:30][CH3:31])[CH2:44][CH3:45])[CH:38]=[CH:37][C:36]=1[C:18]1([C:11]2[C:12]3[C:17](=[CH:16][CH:15]=[CH:14][CH:13]=3)[N:9]([CH2:1][CH2:2][CH2:3][CH2:4][CH2:5][CH2:6][CH2:7][CH3:8])[C:10]=2[CH3:29])[C:20]2[C:21](=[CH:25][CH:26]=[CH:27][CH:28]=2)[C:22](=[O:24])[O:19]1)[CH3:41]. Product: C(C)N(C1=C(C=CC(=C1)N(CC)CC)C1(OC(=O)C2=CC=CC=C12)C1=C(N(C2=CC=CC=C12)CCCCCCCC)C)CC (3-[2,4-bis(diethylamino)phenyl]-3-(1-n-octyl-2-methyl-3-indolyl)phthalide), Formula III. The reactants are C(C)OC1=NC2=C(N1CC1=CC=C(C=C1)C1=C(C=CC=C1)C1=NN=NN1C(C1=CC=CC=C1)(C1=CC=CC=C1)C1=CC=CC=C1)C(=CC=C2)C(=O)O (2-ethoxy-1-{[2′-(1-trityl-1H-tetrazol-5-yl)biphenyl-4-yl]methyl}-1H-benzimidazole-7-carboxylic acid), CO[C@H]1C[C@H](C[C@@H]1O[N+](=O)[O-])C(=O)OC(C)Cl (1-chloroethyl (1R,3S,4S)-3-methoxy-4-(nitrooxy)cyclopentanecarboxylate), CO[C@H]1C[C@H](C[C@@H]1O[N+](=O)[O-])C(=O)O[C@H](C)Cl ((1S)-1-chloroethyl (1R,3S,4S)-3-methoxy-4-(nitrooxy)cyclopentanecarboxylate), C(CCCC)(=O)N([C@@H](C(C)C)C(=O)O)CC1=CC=C(C=C1)C1=C(C=CC=C1)C1=NN=NN1C(C1=CC=CC=C1)(C1=CC=CC=C1)C1=CC=CC=C1 (N-pentanoyl-N-{[2′-(1-trityl-1H-tetrazol-5-yl)biphenyl-4-yl]methyl}-L-valine), CO[C@H]1C[C@H](C[C@@H]1O[N+](=O)[O-])C(=O)OC(C)Cl (1-chloroethyl (1R,3S,4S)-3-methoxy-4-(nitrooxy)cyclopentanecarboxylate), CO[C@H]1C[C@H](C[C@@H]1O[N+](=O)[O-])C(=O)O[C@H](C)Cl ((1S)-1-chloroethyl (1R,3S,4S)-3-methoxy-4-(nitrooxy)cyclopentanecarboxylate). Yields the product C(CCCC)(=O)N([C@@H](C(C)C)C(=O)O[C@H](C)OC(=O)[C@@H]1C[C@@H]([C@H](C1)O[N+](=O)[O-])OC)CC1=CC=C(C=C1)C1=C(C=CC=C1)C1=NN=NN1 ((1R)-1-({[(1R,3S,4S)-3-methoxy-4-(nitrooxy)cyclopentyl]carbonyl}oxy)ethyl N-pentanoyl-N-{[2′-(1H-tetrazol-5-yl)biphenyl-4-yl]methyl}-L-valinate). RXN SMILES: C(OC1N(CC2C=CC(C3C=CC=CC=3C3N(C(C4C=CC=CC=4)(C4C=CC=CC=4)C4C=CC=CC=4)N=NN=3)=CC=2)C2C(C(O)=O)=CC=CC=2N=1)C.[C:53]([N:59]([CH2:67][C:68]1[CH:73]=[CH:72][C:71]([C:74]2[CH:79]=[CH:78][CH:77]=[CH:76][C:75]=2[C:80]2[N:84](C(C3C=CC=CC=3)(C3C=CC=CC=3)C3C=CC=CC=3)[N:83]=[N:82][N:81]=2)=[CH:70][CH:69]=1)[C@H:60]([C:64]([OH:66])=[O:65])[CH:61]([CH3:63])[CH3:62])(=[O:58])[CH2:54][CH2:55][CH2:56][CH3:57].[CH3:104][O:105][C@@H:106]1[C@@H:110]([O:111][N+:112]([O-:114])=[O:113])[CH2:109][C@H:108]([C:115]([O:117][CH:118](Cl)[CH3:119])=[O:116])[CH2:107]1.CO[C@@H]1[C@@H](O[N+]([O-])=O)C[C@H](C(O[C@@H](Cl)C)=O)C1>>[C:53]([N:59]([CH2:67][C:68]1[CH:73]=[CH:72][C:71]([C:74]2[CH:79]=[CH:78][CH:77]=[CH:76][C:75]=2[C:80]2[NH:84][N:83]=[N:82][N:81]=2)=[CH:70][CH:69]=1)[C@H:60]([C:64]([O:66][C@@H:118]([O:117][C:115]([C@H:108]1[CH2:109][C@H:110]([O:111][N+:112]([O-:114])=[O:113])[C@@H:106]([O:105][CH3:104])[CH2:107]1)=[O:116])[CH3:119])=[O:65])[CH:61]([CH3:63])[CH3:62])(=[O:58])[CH2:54][CH2:55][CH2:56][CH3:57]. Procedure details: The title compound was prepared by following the procedure for example 2, except that the reagent 2-ethoxy-1-{[2′-(1-trityl-1H-tetrazol-5-yl)biphenyl-4-yl]methyl}-1H-benzimidazole-7-carboxylic acid was replaced by N-pentanoyl-N-{[2′-(1-trityl-1H-tetrazol-5-yl)biphenyl-4-yl]methyl}-L-valine and 1-chloroethyl (1R,3S,4S)-3-methoxy-4-(nitrooxy)cyclopentanecarboxylate (intermediate 2) was replaced by (1S)-1-chloroethyl (1R,3S,4S)-3-methoxy-4-(nitrooxy)cyclopentanecarboxylate (intermediate 3). LC-MS: ... Reactants: BrC=1C=C2C(=C(C=NC2=CC1)C(=O)C1CC1)N1CCC(CC1)CN(C)C ((6-bromo-4-{4-[(dimethylamino)methyl]piperidin-1-yl}quinolin-3-yl)(cyclopropyl)methanone), ClC=1C=C(C=CC1O)B(O)O (3-chloro-4-hydroxyphenylboronic acid). Product: ClC=1C=C(C=CC1O)C=1C=C2C(=C(C=NC2=CC1)C(=O)C1CC1)N1CCC(CC1)CN(C)C ([6-(3-Chloro-4-hydroxyphenyl)-4-{4-[(dimethylamino)methyl]piperidin-1-yl}quinolin-3-yl](cyclopropyl)methanone). Isolated yield 58.5%. Reaction SMILES: Br[C:2]1[CH:3]=[C:4]2[C:9](=[CH:10][CH:11]=1)[N:8]=[CH:7][C:6]([C:12]([CH:14]1[CH2:16][CH2:15]1)=[O:13])=[C:5]2[N:17]1[CH2:22][CH2:21][CH:20]([CH2:23][N:24]([CH3:26])[CH3:25])[CH2:19][CH2:18]1.[Cl:27][C:28]1[CH:29]=[C:30](B(O)O)[CH:31]=[CH:32][C:33]=1[OH:34]>>[Cl:27][C:28]1[CH:29]=[C:30]([C:2]2[CH:3]=[C:4]3[C:9](=[CH:10][CH:11]=2)[N:8]=[CH:7][C:6]([C:12]([CH:14]2[CH2:16][CH2:15]2)=[O:13])=[C:5]3[N:17]2[CH2:18][CH2:19][CH:20]([CH2:23][N:24]([CH3:26])[CH3:25])[CH2:21][CH2:22]2)[CH:31]=[CH:32][C:33]=1[OH:34]. Procedure: Following general procedure D, (6-bromo-4-{4-[(dimethylamino)methyl]piperidin-1-yl}quinolin-3-yl)(cyclopropyl)methanone (25 mg, 0.060 mmol) was reacted with 3-chloro-4-hydroxyphenylboronic acid (21 mg, 0.120 mmol) to afford the desired product (16.3 mg, 59%) as an off-white solid: 1H NMR (500 MHz, CD3OD) δ 8.74 (s, 1H), 8.28 (s, 1H), 8.05-7.98 (m, 2H), 7.70 (d, J=2.3 Hz, 1H), 7.53 (dd, J=8.4, 2.3 Hz, 1H), 7.06 (d, J=8.4 Hz, 1H), 3.53 (d, J=12.7 Hz, 2H), 3.21 (t, J=11.5 Hz, 2H), 2.60-2.51 (m, 1H)...